From a dataset of the Open Reaction Database (ORD), a public repository of structured organic reaction records. describe an organic reaction: reactants, conditions, products, and yield Reaction SMILES: Cl[C:2]1[N:7]=[C:6]([C:8]2[C:9]([C:16]3[CH:21]=[C:20]([CH3:22])[CH:19]=[C:18]([O:23][CH3:24])[CH:17]=3)=[N:10][N:11]([CH2:13][C:14]#[N:15])[CH:12]=2)[CH:5]=[C:4]([NH:25][CH2:26][C@@H:27]([OH:29])[CH3:28])[N:3]=1.[N:30]1[CH:35]=[CH:34][CH:33]=[C:32](B(O)O)[CH:31]=1.C(=O)([O-])[O-].[K+].[K+]>C(#N)C.O.C1(C=CC=CC=1)[P](C1C=CC=CC=1)(C1C=CC=CC=1)[Pd][P](C1C=CC=CC=1)(C1C=CC=CC=1)C1C=CC=CC=1>[OH:29][C@@H:27]([CH3:28])[CH2:26][NH:25][C:4]1[N:3]=[C:2]([C:32]2[CH:31]=[N:30][CH:35]=[CH:34][CH:33]=2)[N:7]=[C:6]([C:8]2[C:9]([C:16]3[CH:21]=[C:20]([CH3:22])[CH:19]=[C:18]([O:23][CH3:24])[CH:17]=3)=[N:10][N:11]([CH2:13][C:14]#[N:15])[CH:12]=2)[CH:5]=1 |f:2.3.4,^1:54,68|. Run in C(C)#N (acetonitrile), O (water), O (water). Reported procedure: In a two-necked round-bottom flask, [4-[2-chloro-6-(2(S)-hydroxy-propylamino)-pyrimidin-4-yl]-3-(3-methoxy-5-methylphenyl)pyrazol-1-yl]acetonitrile (370 mg, 0.9 mmol), 3-pyridine boronic acid (143.27 mg, 1.17 mmol), bis(triphenylphosphine)palladium (II) dichloride (18.88 mg, 0.027 mmol), and potassium carbonate (75.98 mg, 0.72 mmol) were dissolved in a mixture of acetonitrile and water (10 mL, 1:1, v/v) through which nitrogen gas was then flowed for 10 min and heated at 75° C. for 3 hours. After... The reagents and catalysts are C1([P]([Pd][P](C2=CC=CC=C2)(C3=CC=CC=C3)C4=CC=CC=C4)(C5=CC=CC=C5)C6=CC=CC=C6)=CC=CC=C1 (bis(triphenylphosphine)palladium). Reaction conditions: temperature 75 celsius, time 10 minute. The product is O[C@H](CNC1=CC(=NC(=N1)C=1C=NC=CC1)C=1C(=NN(C1)CC#N)C1=CC(=CC(=C1)C)OC)C ([4-[6-(2(S)-hydroxypropylamino)-2-pyridin-3-yl-pyrimidin-4-yl]-3-(3-methoxy-5-methylphenyl)-pyrazol-1-yl]acetonitrile). Isolated yield 66.8%. The reactants are ClC1=NC(=CC(=N1)C=1C(=NN(C1)CC#N)C1=CC(=CC(=C1)C)OC)NC[C@H](C)O ([4-[2-chloro-6-(2(S)-hydroxy-propylamino)-pyrimidin-4-yl]-3-(3-methoxy-5-methylphenyl)pyrazol-1-yl]acetonitrile), N1=CC(=CC=C1)B(O)O (3-pyridine boronic acid), C([O-])([O-])=O.[K+].[K+] (potassium carbonate). Reaction SMILES: [C:1]1(=[O:22])[N:5]([CH2:6][CH2:7][CH2:8][CH2:9][S:10][C:11]2[CH:16]=[CH:15][N:14]=[CH:13][CH:12]=2)[C:4](=[O:17])[C:3]2=[CH:18][CH:19]=[CH:20][CH:21]=[C:2]12.[BH4-].[Na+]>C(O)C>[OH:22][CH2:1][C:2]1[CH:21]=[CH:20][CH:19]=[CH:18][C:3]=1[C:4]([NH:5][CH2:6][CH2:7][CH2:8][CH2:9][S:10][C:11]1[CH:12]=[CH:13][N:14]=[CH:15][CH:16]=1)=[O:17] |f:1.2|. Starting materials: C1(C=2C(C(N1CCCCSC1=CC=NC=C1)=O)=CC=CC2)=O (4-(4-phthalimidobutylthio)pyridine), [BH4-].[Na+] (sodium borohydride). Procedure details: To a solution of 6.25 g of (20.0 mmol) of 4-(4-phthalimidobutylthio)pyridine in 300 ml of ethanol, 7.57 g (200 mmol) of sodium borohydride was added, and the mixture was stirred at room temperature for 14 hours. The solvent was distilled off and saturated saline was added to the residue. The mixture was extracted with chloroform and the extract was dried over anhydrous magnesium sulfate. The solvent was distilled off and the residue was purified by column chromatography (eluent: ethanol/ethyl ac... The product is OCC1=C(C(=O)NCCCCSC2=CC=NC=C2)C=CC=C1 (4-[4-(2-hydroxymethylbenzoyl)aminobutylthio]pyridine). Yield: 73.2%. Run at time 14 hour. Run in C(C)O (ethanol). The reactants are N1=C(C=CC2=CC=CC=C12)COC1=CC=C(CC=2C=C(C(=O)OC)C=CC2)C=C1 (Methyl 3-(4-(2-quinolinylmethyloxy)benzyl)benzoate), [H-].[Al+3].[Li+].[H-].[H-].[H-] (lithium aluminium hydride). Run in O1CCCC1 (tetrahydrofuran), O1CCCC1 (tetrahydrofuran). The product is N1=C(C=CC2=CC=CC=C12)COC1=CC=C(CC=2C=C(CO)C=CC2)C=C1 (3-(4-(2-quinolinylmethyloxy)benzyl)benzylalcohol). As a reaction SMILES: [N:1]1[C:10]2[C:5](=[CH:6][CH:7]=[CH:8][CH:9]=2)[CH:4]=[CH:3][C:2]=1[CH2:11][O:12][C:13]1[CH:29]=[CH:28][C:16]([CH2:17][C:18]2[CH:19]=[C:20]([CH:25]=[CH:26][CH:27]=2)[C:21](OC)=[O:22])=[CH:15][CH:14]=1.[H-].[Al+3].[Li+].[H-].[H-].[H-]>O1CCCC1>[N:1]1[C:10]2[C:5](=[CH:6][CH:7]=[CH:8][CH:9]=2)[CH:4]=[CH:3][C:2]=1[CH2:11][O:12][C:13]1[CH:29]=[CH:28][C:16]([CH2:17][C:18]2[CH:19]=[C:20]([CH:25]=[CH:26][CH:27]=2)[CH2:21][OH:22])=[CH:15][CH:14]=1 |f:1.2.3.4.5.6|. Procedure details: Methyl 3-(4-(2-quinolinylmethyloxy)benzyl)benzoate (0.002 mol) in tetrahydrofuran (50 ml) is added dropwise to a tetrahydrofuran (50 ml) suspension of lithium aluminium hydride (0.004 mol). After consumption of the ester, the remaining lithium aluminum hydride is quenched by the addition of water and filtration to remove the resulting salts. Evaporation of the solvent gives 3-(4-(2-quinolinylmethyloxy)benzyl)benzylalcohol. The product is N1C=CC2=C(C=CC=C12)CNC=1C=2C=CC(=NC2C=CC1)NC1=CC=CC=2C=C(OC21)C (N5-(1H-Indol-4-ylmethyl)-N2-(2-methyl-benzofuran-7-yl)-quinoline-2,5-diamine). The reactants are IC1=C2C=CC(=NC2=CC=C1)Cl (5-iodo-2-chloroquinoline), CC=1OC2=C(C1)C=CC=C2N ((2-methyl-1-benzofuran-7-yl)amine), NCC1=C2C=CNC2=CC=C1 (4-aminomethylindole). RXN SMILES: I[C:2]1[CH:11]=[CH:10][CH:9]=[C:8]2[C:3]=1[CH:4]=[CH:5][C:6](Cl)=[N:7]2.[CH3:13][C:14]1[O:15][C:16]2[C:22]([NH2:23])=[CH:21][CH:20]=[CH:19][C:17]=2[CH:18]=1.[NH2:24][CH2:25][C:26]1[CH:34]=[CH:33][CH:32]=[C:31]2[C:27]=1[CH:28]=[CH:29][NH:30]2>>[NH:30]1[C:31]2[C:27](=[C:26]([CH2:25][NH:24][C:2]3[C:3]4[CH:4]=[CH:5][C:6]([NH:23][C:22]5[C:16]6[O:15][C:14]([CH3:13])=[CH:18][C:17]=6[CH:19]=[CH:20][CH:21]=5)=[N:7][C:8]=4[CH:9]=[CH:10][CH:11]=3)[CH:34]=[CH:33][CH:32]=2)[CH:28]=[CH:29]1. Procedure details: The title compound, MS: m/e=419.1 (M+H+), was prepared in accordance with the general method of example 1 from 5-iodo-2-chloroquinoline, (2-methyl-1-benzofuran-7-yl)amine and 4-aminomethylindole. Reactants: FC=1C=C2N=C(C(=NC2=CC1)OC)NC(OCC)=O (Ethyl N-(6-fluoro-2-methoxyquinoxalin-3-yl)carbamate), C1(=CC=CC=C1)N1CCNCC1 (1-phenylpiperazine), C1CCC2=NCCCN2CC1 (DBU). Solvent: O1CCCC1 (tetrahydrofuran). Run at temperature 70 celsius, time 7 hour. Yields the product FC=1C=C2N=C(C(=NC2=CC1)OC)NC(=O)N1CCN(CC1)C1=CC=CC=C1 (1-[(6-Fluoro-2-methoxyquinoxalin-3-yl)aminocarbonyl]-4-phenylpiperazine). Yield: 89.1%. RXN SMILES: [F:1][C:2]1[CH:3]=[C:4]2[C:9](=[CH:10][CH:11]=1)[N:8]=[C:7]([O:12][CH3:13])[C:6]([NH:14][C:15](=[O:19])OCC)=[N:5]2.[C:20]1([N:26]2[CH2:31][CH2:30][NH:29][CH2:28][CH2:27]2)[CH:25]=[CH:24][CH:23]=[CH:22][CH:21]=1.C1CCN2C(=NCCC2)CC1>O1CCCC1>[F:1][C:2]1[CH:3]=[C:4]2[C:9](=[CH:10][CH:11]=1)[N:8]=[C:7]([O:12][CH3:13])[C:6]([NH:14][C:15]([N:29]1[CH2:30][CH2:31][N:26]([C:20]3[CH:25]=[CH:24][CH:23]=[CH:22][CH:21]=3)[CH2:27][CH2:28]1)=[O:19])=[N:5]2. Procedure details: Ethyl N-(6-fluoro-2-methoxyquinoxalin-3-yl)carbamate (27 mg, 0.10 mmol) and 1-phenylpiperazine (24 mg, 0.15 mmol) were dissolved in tetrahydrofuran (2 ml) at room temperature and thereto DBU (23 mg, 0.15 mmol) was added. The resulting mixture was stirred at 70° C. for 7 hours and concentrated under the reduced pressure to remove the solvent, and purified by SiO2 column chromatography. Extraction of the residue with a n-hexane:ethyl acetate (2:1) mixture and concentration gave 34 mg of the titled... Starting materials: NCC1=NN=C(O1)C1=CC=C(C=C1)C1=CC(=CC=C1C)C(=O)NC1CC1 (4′-[5-(aminomethyl)-1,3,4-oxadiazol-2-yl]-N-cyclopropyl-6-methyl-1,1′-biphenyl-3-carboxamide), C=1C=CC2=C(C1)N=NN2O (HOBt), CC1=NOC(=C1)CC(=O)O (3-methyl-5-isoxazoleacetic acid), CCN(C(C)C)C(C)C (DIPEA). Solvent: CN(C)C=O (DMF), C(CCl)Cl (EDC). Run at time 48 hour. Product: C1(CC1)NC(=O)C=1C=C(C(=CC1)C)C1=CC=C(C=C1)C=1OC(=NN1)CNC(CC1=CC(=NO1)C)=O (N-Cyclopropyl-6-methyl-4′-[5-({[(3-methylisoxazol-5-yl)acetyl]amino}methyl)-1,3,4-oxadiazol-2-yl]-1,1′-biphenyl-3-carboxamide). As a reaction SMILES: [NH2:1][CH2:2][C:3]1[O:7][C:6]([C:8]2[CH:13]=[CH:12][C:11]([C:14]3[C:19]([CH3:20])=[CH:18][CH:17]=[C:16]([C:21]([NH:23][CH:24]4[CH2:26][CH2:25]4)=[O:22])[CH:15]=3)=[CH:10][CH:9]=2)=[N:5][N:4]=1.C1C=CC2N(O)N=NC=2C=1.[CH3:37][C:38]1[CH:42]=[C:41]([CH2:43][C:44](O)=[O:45])[O:40][N:39]=1.CCN(C(C)C)C(C)C>CN(C=O)C.C(Cl)CCl>[CH:24]1([NH:23][C:21]([C:16]2[CH:15]=[C:14]([C:11]3[CH:10]=[CH:9][C:8]([C:6]4[O:7][C:3]([CH2:2][NH:1][C:44](=[O:45])[CH2:43][C:41]5[O:40][N:39]=[C:38]([CH3:37])[CH:42]=5)=[N:4][N:5]=4)=[CH:13][CH:12]=3)[C:19]([CH3:20])=[CH:18][CH:17]=2)=[O:22])[CH2:26][CH2:25]1. Procedure: 4′-[5-(Aminomethyl)-1,3,4-oxadiazol-2-yl]-N-cyclopropyl-6-methyl-1,1′-biphenyl-3-carboxamide (Example 53) (30 mg), EDC (19.8 mg), HOBt (11.7 mg), 3-methyl-5-isoxazoleacetic acid (12.2 mg) and DIPEA (0.02 ml) were mixed in DMF (5 ml). The reaction was stirred at room temperature for 48 hours, the DMF evaporated under vacuum and the residue dissolved in DCM. The solution was washed with water (2×10 ml) and the DCM was evaporated under vacuum. The residue was dissolved in methanol and filtered thro... The reactants are C(C=C)C1=C(C(=C(C=C1)Cl)C1=C(C=CC=C1)Cl)O (3-allyl-2′,6-dichloro-biphenyl-2-ol). Reagents/catalysts: CC1=C([P](C2=C(C)C=CC=C2)([Pd]([P](C3=C(C)C=CC=C3)(C4=C(C)C=CC=C4)C(C=CC=C5)=C5C)(Cl)Cl)C6=C(C)C=CC=C6)C=CC=C1 (dichlorobis(tri-o-tolylphosphine)palladium). Run in C(Cl)Cl (methylene chloride). Product: ClC1=C(C=CC=C1)C=1C(=C(C=CC1Cl)C=CC)O (2′,6-dichloro-3-(prop-1-enyl)biphenyl-2-ol). The yield is 48.4%. As a reaction SMILES: [CH2:1]([C:4]1[CH:9]=[CH:8][C:7]([Cl:10])=[C:6]([C:11]2[CH:16]=[CH:15][CH:14]=[CH:13][C:12]=2[Cl:17])[C:5]=1[OH:18])[CH:2]=[CH2:3]>C(Cl)Cl.CC1C=CC=CC=1[P](C1C=CC=CC=1C)([Pd](Cl)(Cl)[P](C1=C(C)C=CC=C1)(C1C=CC=CC=1C)C1C=CC=CC=1C)C1C=CC=CC=1C>[Cl:17][C:12]1[CH:13]=[CH:14][CH:15]=[CH:16][C:11]=1[C:6]1[C:5]([OH:18])=[C:4]([CH:1]=[CH:2][CH3:3])[CH:9]=[CH:8][C:7]=1[Cl:10] |^1:28,39|. Procedure: Treatment of 3-allyl-2′,6-dichloro-biphenyl-2-ol (6.2 g, 22.2 mmol) in methylene chloride (200 mL) with dichlorobis(acetonitrile)palladium (II) (0.86 g, 3.3 mmol) according to the procedure described for Example 69, Step 5 provided 3.0 g (48%) of 2′,6-dichloro-3-(prop-1-enyl)biphenyl-2-ol as a light yellow oil. Starting materials: C(C)(C)(C)OC(=O)N(CC1=CC=C(C=C1)C(F)(F)F)CC1=CC=C(C(=O)O)C=C1 (4-({(tert-butoxycarbonyl)[4-(trifluoromethyl)benzyl]amino}methyl)-benzoic acid), ONC(CCCCCCCCCCC)=N (N-hydroxydodecanimidamide), C(CCl)Cl (EDC). Reagents/catalysts: CN(C)C=1C=CN=CC1 (DMAP). Run in C(Cl)Cl (DCM). Reaction conditions: time 14 hour. The product is C(CCCCCCCCCCC)(=N)NOC(=O)C1=CC=C(CN(C(OC(C)(C)C)=O)CC2=CC=C(C=C2)C(F)(F)F)C=C1 (tert-butyl 4-{[(dodecanimidoylamino)oxy]carbonyl}benzyl[4-(trifluoromethyl)benzyl]carbamate). Isolated yield 23.8%. Reaction SMILES: [C:1]([O:5][C:6]([N:8]([CH2:20][C:21]1[CH:29]=[CH:28][C:24]([C:25]([OH:27])=[O:26])=[CH:23][CH:22]=1)[CH2:9][C:10]1[CH:15]=[CH:14][C:13]([C:16]([F:19])([F:18])[F:17])=[CH:12][CH:11]=1)=[O:7])([CH3:4])([CH3:3])[CH3:2].O[NH:31][C:32](=[NH:44])[CH2:33][CH2:34][CH2:35][CH2:36][CH2:37][CH2:38][CH2:39][CH2:40][CH2:41][CH2:42][CH3:43].C(Cl)CCl>CN(C1C=CN=CC=1)C.C(Cl)Cl>[C:32]([NH:44][O:26][C:25]([C:24]1[CH:23]=[CH:22][C:21]([CH2:20][N:8]([CH2:9][C:10]2[CH:15]=[CH:14][C:13]([C:16]([F:19])([F:18])[F:17])=[CH:12][CH:11]=2)[C:6](=[O:7])[O:5][C:1]([CH3:4])([CH3:2])[CH3:3])=[CH:29][CH:28]=1)=[O:27])(=[NH:31])[CH2:33][CH2:34][CH2:35][CH2:36][CH2:37][CH2:38][CH2:39][CH2:40][CH2:41][CH2:42][CH3:43]. Procedure details: To a solution of 4-({(tert-butoxycarbonyl)[4-(trifluoromethyl)benzyl]amino}methyl)-benzoic acid (102 mg, 0.25 mmol), N-hydroxydodecanimidamide (70 mg, 0.33 mmol) and DMAP (3 mg, 0.03 mmol) in anhydrous DCM (15 mL) was added EDC (62 mg, 0.33 mmol) and the resulting reaction mixture was stirred at RT for 14 h. Evaporation of the solvents gave an oil. This crude product was purified by column chromatography over silica gel (AcOEt/c-Hex 80/20) to give the title compound as a colorless oil (36 mg, 24...